From a dataset of the Open Reaction Database (ORD), a public repository of structured organic reaction records. describe an organic reaction: reactants, conditions, products, and yield As a reaction SMILES: [Mg].Br[C:3]1[CH:8]=[CH:7][C:6]([C:9]([F:12])([F:11])[F:10])=[CH:5][CH:4]=1.[CH3:13][N:14]([CH:16]([C:24]1[CH:29]=[CH:28][CH:27]=[CH:26][CH:25]=1)[CH:17]1[CH2:22][CH2:21][CH2:20][CH2:19][C:18]1=[O:23])[CH3:15].[Cl-:30].[NH4+]>CCOCC>[ClH:30].[CH3:15][N:14]([CH:16]([C:24]1[CH:25]=[CH:26][CH:27]=[CH:28][CH:29]=1)[CH:17]1[CH2:22][CH2:21][CH2:20][CH2:19][C:18]1([C:3]1[CH:8]=[CH:7][C:6]([C:9]([F:12])([F:11])[F:10])=[CH:5][CH:4]=1)[OH:23])[CH3:13] |f:3.4,6.7|. Isolated yield 61.7%. Starting materials: BrC1=CC=C(C=C1)C(F)(F)F (4-bromobenzotrifluoride), CN(C)C(C1C(CCCC1)=O)C1=CC=CC=C1 (2-{dimethylaminophenylmethyl)cyclohexanone), Grignard reagent, [Mg] (magnesium), [Cl-].[NH4+] (ammonium chloride). Reported procedure: 0.76 g (31.0 mmole) of magnesium turnings was stirred in 15 ml. of ether of analysis purity. 4.46 ml (31.0 mmole) of 4-bromobenzotrifluoride dissolved in 15 ml of ether were arddecl dropwise so that the reaction mixture boiled gently. After completion of the addition the reaction mixture was stirred for a further hour at RT. 6.0 g (26.0 mmole) of the 2-{dimethylaminophenylmethyl)cyclohexanone prepared according to Example 1 were dissolved in 15 ml of ether, added dropwise to the Grignard reagent... Yields the product crude base, Cl.CN(C)C(C1C(CCCC1)(O)C1=CC=C(C=C1)C(F)(F)F)C1=CC=CC=C1 (2-{dimethylaminophenylmethyl)-1-(4-trifluoromethylphenyl)cyclohexanol, hydrochloride). The solvent is CCOCC (ether), CCOCC (ether), CCOCC (ether). Starting materials: solution, C(C)(C)(C)[Mg]Br (t-butylmagnesium bromide), C(C)(C)(C)OC(=O)C1=C(C=CC=C1)C1=CC=C(C=C1)CN1C(=NC(=C1C(=O)OCC)C=O)CCC (ethyl 1-[(2'-t-butoxycarbonylbiphenyl-4-yl)methyl]-4-formyl-2-propylimidazole-5-carboxylate). The solvent is O1CCCC1 (tetrahydrofuran). Yields the product C(C)(C)(C)OC(=O)C1=C(C=CC=C1)C1=CC=C(C=C1)CN1C(=NC(=C1C(=O)OCC)C(C(C)(C)C)O)CCC (Ethyl 1-[(2'-t-butoxycarbonylbiphenyl-4-yl)methyl]-4-(1-hydroxy-2,2-dimethylpropyl)-2-propylimidazole-5-carboxylate). Reaction SMILES: [C:1]([O:5][C:6]([C:8]1[CH:13]=[CH:12][CH:11]=[CH:10][C:9]=1[C:14]1[CH:19]=[CH:18][C:17]([CH2:20][N:21]2[C:25]([C:26]([O:28][CH2:29][CH3:30])=[O:27])=[C:24]([CH:31]=[O:32])[N:23]=[C:22]2[CH2:33][CH2:34][CH3:35])=[CH:16][CH:15]=1)=[O:7])([CH3:4])([CH3:3])[CH3:2].[C:36]([Mg]Br)([CH3:39])([CH3:38])[CH3:37]>O1CCCC1>[C:1]([O:5][C:6]([C:8]1[CH:13]=[CH:12][CH:11]=[CH:10][C:9]=1[C:14]1[CH:19]=[CH:18][C:17]([CH2:20][N:21]2[C:25]([C:26]([O:28][CH2:29][CH3:30])=[O:27])=[C:24]([CH:31]([OH:32])[C:36]([CH3:39])([CH3:38])[CH3:37])[N:23]=[C:22]2[CH2:33][CH2:34][CH3:35])=[CH:16][CH:15]=1)=[O:7])([CH3:4])([CH3:3])[CH3:2]. Reported procedure: Following a procedure similar to that described in Example 59(b), 1.14 g of ethyl 1-[(2'-t-butoxycarbonylbiphenyl-4-yl)methyl]-4-formyl-2-propylimidazole-5-carboxylate [prepared as described in step (c) above] was reacted with 2.4 ml of a 2M solution of t-butylmagnesium bromide in tetrahydrofuran, to afford 0.78 g of the title compound as a viscous oil. Starting materials: O=C1N2[C@H](C=3N(C4=C1C=CC=C4)C=NC3C(N)=NO)CC2 ((S)-9-oxo-12,12a-dihydro-9H,11H-azeto[2,1-c]imidazo[1,5-a][1,4]benzodiazepine-1-carboxamidoxime), ClCC(=O)OC(CCl)=O (chloroacetic anhydride). The solvent is CN(C=O)C (N,N-dimethylformamide). Yields the product ClCC1=NC(=NO1)C=1N=CN2C1[C@H]1N(C(C3=C2C=CC=C3)=O)CC1 ((S)-1-(5-chloromethyl-1,2,4-oxadiazol-3-yl)-12,12a-dihydro-9H,11H-azeto[2,1-c]imidazo[1,5-a][1,4]benzodiazepine-9-one). Yield: 57.6%. Reaction SMILES: [O:1]=[C:2]1[C:8]2[CH:9]=[CH:10][CH:11]=[CH:12][C:7]=2[N:6]2[CH:13]=[N:14][C:15]([C:16](=[N:18][OH:19])[NH2:17])=[C:5]2[C@@H:4]2[CH2:20][CH2:21][N:3]12.[Cl:22][CH2:23][C:24](OC(=O)CCl)=O>CN(C)C=O>[Cl:22][CH2:23][C:24]1[O:19][N:18]=[C:16]([C:15]2[N:14]=[CH:13][N:6]3[C:7]4[CH:12]=[CH:11][CH:10]=[CH:9][C:8]=4[C:2](=[O:1])[N:3]4[CH2:21][CH2:20][C@H:4]4[C:5]=23)[N:17]=1. Procedure: 34.5 g (122 mmol) of (S)-9-oxo-12,12a-dihydro-9H,11H-azeto[2,1-c]imidazo[1,5-a][1,4]benzodiazepine-1-carboxamidoxime were stirred with 23 g (140 mmol) of chloroacetic anhydride in 200 ml of N,N-dimethylformamide at room temperature overnight and at 110° for 2 hours. After evaporating the reaction mixture the residue was dissolved in methylene chloride and the solution was washed with saturated sodium bicarbonate solution. The organic phase was dried over magnesium sulfate and concentrated. The r... Starting materials: CC(CC(=O)N(C1=CC(=CC=C1)OC)[C@@H]1C[C@H](NC1)C(=O)OC)(C)C (methyl (2S,4R)-4-[(3,3-dimethylbutanoyl)-3-methoxyanilino]tetrahydro-1H-2-pyrrolecarboxylate), C1=CC2=C(C=C1C=O)OCO2 (piperonal), C(#N)[BH3-].[Na+] (Sodium cyanoborohydride). Reagents/catalysts: C(C)(=O)O (acetic acid). Solvent: ClCCCl (1,2-dichloroethane). Conditions: time 30 minute. Yields the product O1COC2=C1C=CC(=C2)CN2[C@@H](C[C@H](C2)N(CC2=CC(=CC=C2)OC)C(CC(C)(C)C)=O)C(=O)OC (Methyl (2S,4R)-1-(1,3-benzodioxol-5-ylmethyl)-4-[(3,3-dimethylbutanoyl)(3-methoxybenzyl)amino]tetrahydro-1H-2-pyrrolecarboxylate). The yield is 94.5%. Reaction SMILES: [CH3:1][C:2]([CH3:25])([CH3:24])[CH2:3][C:4]([N:6]([C@H:15]1[CH2:19][NH:18][C@H:17]([C:20]([O:22][CH3:23])=[O:21])[CH2:16]1)C1C=CC=C(OC)C=1)=[O:5].[CH:26]1[C:31]([CH:32]=O)=[CH:30][C:29]2[O:34][CH2:35][O:36][C:28]=2[CH:27]=1.C([BH3-])#N.[Na+]>C(O)(=O)C.ClCCCl>[O:36]1[C:28]2[CH:27]=[CH:26][C:31]([CH2:32][N:18]3[CH2:19][C@H:15]([N:6]([C:4](=[O:5])[CH2:3][C:2]([CH3:1])([CH3:25])[CH3:24])[CH2:32][C:31]4[CH:26]=[CH:27][CH:28]=[C:29]([O:34][CH3:35])[CH:30]=4)[CH2:16][C@H:17]3[C:20]([O:22][CH3:23])=[O:21])=[CH:30][C:29]=2[O:34][CH2:35]1 |f:2.3|. Reported procedure: A solution of the crude amine (9b) (140 mg) prepared above, piperonal (74 mg, 0.49 mmol) and glacial acetic acid (2 drops) in 1,2-dichloroethane (0.5 mL) was stirred for 30 min at room temperature. 95% Sodium cyanoborohydride (32 mg, 0.48 mmol) was added in small portions and stirring was continued for 1 h. The reaction was quenched with saturated aqueous sodium bicarbonate solution (2 mL), extracted with dichloromethane, dried (MgSO4) and evaporated under reduced pressure. The residue was purif... The reactants are ClC1=NC(=CC(=C1)[N+](=O)[O-])C1=C(C=CC(=C1)C)OC (2-Chloro-6-(2-methoxy-5-methylphenyl)-4-nitropyridine), N(NC(=O)OC(C)(C)C)C(=O)OC(C)(C)C (di-tert-butyl hydrazine-1,2-dicarboxylate), C(=O)([O-])[O-].[Cs+].[Cs+] (Cs2CO3). Reagents/catalysts: C1=CC=C(C=C1)P([C-]2C=CC=C2)C3=CC=CC=C3.C1=CC=C(C=C1)P([C-]2C=CC=C2)C3=CC=CC=C3.[Fe+2] (DPPF), C=1C=CC(=CC1)/C=C/C(=O)/C=C/C2=CC=CC=C2.C=1C=CC(=CC1)/C=C/C(=O)/C=C/C2=CC=CC=C2.C=1C=CC(=CC1)/C=C/C(=O)/C=C/C2=CC=CC=C2.[Pd].[Pd] (Pd2 dba3). Run in C1(=CC=CC=C1)C (toluene). Run at temperature 100 celsius, time 20 hour. Product: COC1=C(C=C(C=C1)C)C1=CC(=CC(=N1)N(NC(=O)OC(C)(C)C)C(=O)OC(C)(C)C)[N+](=O)[O-] (Di-tert-butyl 1-[6-(2-methoxy-5-methylphenyl)-4-nitropyridin-2-yl]hydrazine-1,2-dicarboxylate). As a reaction SMILES: Cl[C:2]1[CH:7]=[C:6]([N+:8]([O-:10])=[O:9])[CH:5]=[C:4]([C:11]2[CH:16]=[C:15]([CH3:17])[CH:14]=[CH:13][C:12]=2[O:18][CH3:19])[N:3]=1.[NH:20]([C:29]([O:31][C:32]([CH3:35])([CH3:34])[CH3:33])=[O:30])[NH:21][C:22]([O:24][C:25]([CH3:28])([CH3:27])[CH3:26])=[O:23].C([O-])([O-])=O.[Cs+].[Cs+]>C1C=CC(P(C2C=CC=CC=2)[C-]2C=CC=C2)=CC=1.C1C=CC(P(C2C=CC=CC=2)[C-]2C=CC=C2)=CC=1.[Fe+2].C1C=CC(/C=C/C(/C=C/C2C=CC=CC=2)=O)=CC=1.C1C=CC(/C=C/C(/C=C/C2C=CC=CC=2)=O)=CC=1.C1C=CC(/C=C/C(/C=C/C2C=CC=CC=2)=O)=CC=1.[Pd].[Pd].C1(C)C=CC=CC=1>[CH3:19][O:18][C:12]1[CH:13]=[CH:14][C:15]([CH3:17])=[CH:16][C:11]=1[C:4]1[N:3]=[C:2]([N:20]([C:29]([O:31][C:32]([CH3:35])([CH3:34])[CH3:33])=[O:30])[NH:21][C:22]([O:24][C:25]([CH3:26])([CH3:27])[CH3:28])=[O:23])[CH:7]=[C:6]([N+:8]([O-:10])=[O:9])[CH:5]=1 |f:2.3.4,5.6.7,8.9.10.11.12|. Procedure details: A mixture of the title compound from Example 19 Step A (1.5 g, 5.4 mmol), di-tert-butyl hydrazine-1,2-dicarboxylate (1.375 g, 5.92 mmol), DPPF (360 mg, 0.65 mmol), Pd2 dba3 (0.4 g, 0.43 mmol), Cs2CO3 (1.90 g, 5.83 mmol) and 12 mL toluene was stirred at 100° C. After 20 h, the mixture was allowed to cool to ambient temperature, then purification by flash chromatography on silica gel using hexane-EtOAc (20:1 to 4:1 v/v) as mobile phase provided the title compound: LCMS m/z 375.6 (observed [M+H]+ f...